Dataset: the Open Reaction Database (ORD), a public repository of structured organic reaction records. Task: describe an organic reaction: reactants, conditions, products, and yield The reactants are [OH-].[Na+] (sodium hydroxide), 1-N, Cl (hydrochloric acid), C(C)OC(C(=CC1=C(C=C(C(=C1)OC)OC)[N+](=O)[O-])C)=O (3-(4,5-dimethoxy-2-nitrophenyl)-2-methyl-2-propenoic acid ethyl ester). Run in CO (methanol). Yields the product COC1=CC(=C(C=C1OC)C=C(C(=O)O)C)[N+](=O)[O-] (3-(4,5-dimethoxy-2-nitrophenyl)-2-methyl-2-propenoic acid). Isolated yield 99.0%. As a reaction SMILES: C([O:3][C:4](=[O:21])[C:5]([CH3:20])=[CH:6][C:7]1[CH:12]=[C:11]([O:13][CH3:14])[C:10]([O:15][CH3:16])=[CH:9][C:8]=1[N+:17]([O-:19])=[O:18])C.[OH-].[Na+].Cl>CO>[CH3:16][O:15][C:10]1[C:11]([O:13][CH3:14])=[CH:12][C:7]([CH:6]=[C:5]([CH3:20])[C:4]([OH:21])=[O:3])=[C:8]([N+:17]([O-:19])=[O:18])[CH:9]=1 |f:1.2|. Procedure: Into 250 ml of methanol, 11.3 g of thus obtained 3-(4,5-dimethoxy-2-nitrophenyl)-2-methyl-2-propenoic acid ethyl ester (1) were dissolved. With 45 ml of a 2-N aqueous sodium hydroxide solution being added thereto, the resulting mixture was reacted for 4 hours at 40° C. After the completion of the reaction, 1-N hydrochloric acid was used so as to adjust the pH in the system at 4, the system was cooled, and the precipitated crystal was filtered out, whereby 10.1 g of the aimed compound were obtain... The reactants are Cl (HCl), cuprous iodide, IC1=CC=C(C=C1)I (p-diiodobenzene), C(CC#C)O (3-butyn-1-ol). The reagents and catalysts are C1=CC=C(C=C1)P(C2=CC=CC=C2)C3=CC=CC=C3.C1=CC=C(C=C1)P(C2=CC=CC=C2)C3=CC=CC=C3.Cl[Pd]Cl (bis(triphenylphosphine)palladium (II) chloride). Run in C(C)N(CC)CC (triethylamine). Reaction conditions: time 3 hour. The product is OCCC#CC1=CC=C(C=C1)C#CCCO (1,4-bis(4-hydroxy-1-butynyl)benzene). The yield is 95.2%. As a reaction SMILES: I[C:2]1[CH:7]=[CH:6][C:5](I)=[CH:4][CH:3]=1.[CH2:9]([OH:13])[CH2:10][C:11]#[CH:12].Cl>C(N(CC)CC)C.C1C=CC(P(C2C=CC=CC=2)C2C=CC=CC=2)=CC=1.C1C=CC(P(C2C=CC=CC=2)C2C=CC=CC=2)=CC=1.Cl[Pd]Cl>[OH:13][CH2:9][CH2:10][C:11]#[C:12][C:2]1[CH:7]=[CH:6][C:5]([C:12]#[C:11][CH2:10][CH2:9][OH:13])=[CH:4][CH:3]=1 |f:4.5.6|. Reported procedure: First, 16.5 g of p-diiodobenzene and 8.0 g of 3-butyn-1-ol were dissolved in 200 ml of triethylamine, 0.35 g of bis(triphenylphosphine)palladium (II) chloride and 0.19 g of cuprous iodide were added thereto, and the reaction mixture was stirred under nitrogen gas flow at a room temperature for 3 hours. After the reaction was completed, an insoluble matter was filtered off and the filtrate was evaporated under a reduced pressure. To the residue was added a small amount of ethyl acetate, which was... Starting materials: [BH4-], CCOC(=O)c1cc(Cl)c2c(c1C)C(=O)CCS2, CCO, [Na+], O. Product: CCOC(=O)c1cc(Cl)c2c(c1C)C(O)CCS2. RXN SMILES: [BH4-:19].[CH3:1][c:2]1[c:3]2[c:8]([c:9]([Cl:17])[cH:10][c:11]1[C:12](=[O:13])[O:14][CH2:15][CH3:16])[S:7][CH2:6][CH2:5][C:4]2=[O:18].[CH3:22][CH2:23][OH:24].[Na+:20].[OH2:21]>>[CH3:1][c:2]1[c:3]2[c:8]([c:9]([Cl:17])[cH:10][c:11]1[C:12](=[O:13])[O:14][CH2:15][CH3:16])[S:7][CH2:6][CH2:5][CH:4]2[OH:18]. The reactants are C(CCCCC)=C1C(N(C(S1)=O)CCCCSC1=CC=CC=2N1C=CN2)=O (5-hexylidene-3-[4-(imidazo[1,2-a]pyridin-5-ylthio)butyl]thiazolidine-2,4-dione), Cl (hydrochloric acid). The solvent is CO (methanol). The product is Cl.C(CCCCC)=C1C(N(C(S1)=O)CCCCSC1=CC=CC=2N1C=CN2)=O (5-hexylidene-3-[4-(imidazo[1,2-a]pyridin-5-ylthio)butyl]thiazolidine-2,4-dione hydrochloride). RXN SMILES: [CH:1](=[C:7]1[S:11][C:10](=[O:12])[N:9]([CH2:13][CH2:14][CH2:15][CH2:16][S:17][C:18]2[N:23]3[CH:24]=[CH:25][N:26]=[C:22]3[CH:21]=[CH:20][CH:19]=2)[C:8]1=[O:27])[CH2:2][CH2:3][CH2:4][CH2:5][CH3:6].[ClH:28]>CO>[ClH:28].[CH:1](=[C:7]1[S:11][C:10](=[O:12])[N:9]([CH2:13][CH2:14][CH2:15][CH2:16][S:17][C:18]2[N:23]3[CH:24]=[CH:25][N:26]=[C:22]3[CH:21]=[CH:20][CH:19]=2)[C:8]1=[O:27])[CH2:2][CH2:3][CH2:4][CH2:5][CH3:6] |f:3.4|. Reported procedure: To a solution of 1.77 g (4.39 mmol) of 5-hexylidene-3-[4-(imidazo[1,2-a]pyridin-5-ylthio)butyl]thiazolidine-2,4-dione in 30 ml of methanol, 0.42 ml of concentrated hydrochloric acid was added. After the solvent was distilled off, the residue was washed with diethyl ether to yield 1.89 g (97.9%, yellow-orange oily substance) of the desired product. The reactants are [H-].[Al+3].[Li+].[H-].[H-].[H-] (lithium aluminum hydride), CC1=C(C(=O)OCC)C=CC=N1 (ethyl 2-methylnicotinate), O (water), [OH-].[Na+] (sodium hydroxide), O (water). Run in O1CCCC1 (tetrahydrofuran). Run at time 1 hour. The product is OCC=1C(=NC=CC1)C (3-hydroxymethyl-2-methylpyridine). The yield is 86.9%. Reaction SMILES: [H-].[Al+3].[Li+].[H-].[H-].[H-].[CH3:7][C:8]1[N:18]=[CH:17][CH:16]=[CH:15][C:9]=1[C:10](OCC)=[O:11].O.[OH-].[Na+]>O1CCCC1>[OH:11][CH2:10][C:9]1[C:8]([CH3:7])=[N:18][CH:17]=[CH:16][CH:15]=1 |f:0.1.2.3.4.5,8.9|. Reported procedure: To a suspension of lithium aluminum hydride (6.2 g) in tetrahydrofuran (400 ml) was added dropwise ethyl 2-methylnicotinate (25 g) at -20° C. After stirring for 1 hour, to the reaction mixture was added dropwise in turn water (6.2 ml), 4N-aqueous sodium hydroxide (6.2 ml) and water (18.6 ml). The precipitate was filtered off and the filtrate was concentrated in vacuo to give 3-hydroxymethyl-2-methylpyridine (16.2 g). Reactants: ClC1=CC=C(C=C1)C=1C2=C(C3=C(CN1)ON=C3C)N=C(C=C2)OC (5-(4-chlorophenyl)-2-methoxy-10-methyl-7H-isoxazolo[5,4-c]pyrido[2,3-e]azepine), P(=O)(Cl)(Cl)Cl (phosphoryl chloride), [OH-].[Na+] (NaOH), C(=O)([O-])[O-].[Na+].[Na+] (Na2CO3). Solvent: CN(C)C=O (DMF). Run at temperature 140 celsius. Product: ClC=1C=CC2=C(C3=C(CN=C2C2=CC=C(C=C2)Cl)ON=C3C)N1 (2-Chloro-5-(4-chlorophenyl)-10-methyl-7H-isoxazolo[5,4-c]pyrido[2,3-e]azepine). Reaction SMILES: [Cl:1][C:2]1[CH:7]=[CH:6][C:5]([C:8]2[C:9]3[CH:22]=[CH:21][C:20](OC)=[N:19][C:10]=3[C:11]3[C:17]([CH3:18])=[N:16][O:15][C:12]=3[CH2:13][N:14]=2)=[CH:4][CH:3]=1.P(Cl)(Cl)([Cl:27])=O.[OH-].[Na+].C([O-])([O-])=O.[Na+].[Na+]>CN(C=O)C>[Cl:27][C:20]1[CH:21]=[CH:22][C:9]2[C:8]([C:5]3[CH:6]=[CH:7][C:2]([Cl:1])=[CH:3][CH:4]=3)=[N:14][CH2:13][C:12]3[O:15][N:16]=[C:17]([CH3:18])[C:11]=3[C:10]=2[N:19]=1 |f:2.3,4.5.6|. Reported procedure: To 5-(4-chlorophenyl)-2-methoxy-10-methyl-7H-isoxazolo[5,4-c]pyrido[2,3-e]azepine (0.050 g, 0.147 mmol) were added phosphoryl chloride (1 mL, 11 mmol) and DMF (0.1 mL) at room temperature. The reaction was heated to 140° C. for 4 h using microwave irradiation before 2M aq. NaOH and 2M aq. Na2CO3 were added to quench the excess of reagent. The desired product was extracted using EtOAc (repeated 4 times). The organic layers were combined, dried over Na2SO4 and concentrated to dryness. A fraction o... Procedure details: Hydrogen azide (2M in toluene, 1.5 mol) was added to the solution of 2-(3,5-difluoro-phenyl)-propan-2-ol (Preparation 50, 145 g, 0.84 mol, 1 eq) in chloroform (1 L) and the content of the flask was cooled to −5° C. The mixture of TFA (2.5 mol, 2.98 eq) with chloroform (1:1) was added dropwise at such a rate to keep the internal temperature below −5° C. After the addition was complete, the reaction mixture was allowed to warm to room temperature and stirring was continued for 20 h. The reaction w... Reaction SMILES: [NH:1]=[N+:2]=[N-:3].[F:4][C:5]1[CH:6]=[C:7]([C:12](O)([CH3:14])[CH3:13])[CH:8]=[C:9]([F:11])[CH:10]=1.C(O)(C(F)(F)F)=O.[OH-].[Na+]>C(Cl)(Cl)Cl>[N:1]([C:12]([C:7]1[CH:8]=[C:9]([F:11])[CH:10]=[C:5]([F:4])[CH:6]=1)([CH3:14])[CH3:13])=[N+:2]=[N-:3] |f:3.4|. Run at temperature -5 celsius, time 20 hour. Yields the product N(=[N+]=[N-])C(C)(C)C1=CC(=CC(=C1)F)F (1-(1-Azido-1-methylethyl)-3,5-difluorobenzene). Starting materials: C(=O)(C(F)(F)F)O (TFA), [OH-].[Na+] (sodium hydroxide), N=[N+]=[N-] (Hydrogen azide), FC=1C=C(C=C(C1)F)C(C)(C)O (2-(3,5-difluoro-phenyl)-propan-2-ol). Solvent: C(Cl)(Cl)Cl (chloroform), C(Cl)(Cl)Cl (chloroform). Starting materials: CC(=O)Nc1c(C)cc([N+](=O)[O-])cc1C, Cl, [Na+], [Na+], O=C([O-])[O-], O. Yields the product Cc1cc([N+](=O)[O-])cc(C)c1N. As a reaction SMILES: [CH3:2][c:3]1[c:4]([NH:13][C:14](=[O:15])[CH3:16])[c:5]([CH3:12])[cH:6][c:7]([N+:9](=[O:10])[O-:11])[cH:8]1.[ClH:1].[Na+:17].[Na+:18].[O-:19][C:20](=[O:21])[O-:22].[OH2:23]>>[CH3:2][c:3]1[c:4]([NH2:13])[c:5]([CH3:12])[cH:6][c:7]([N+:9](=[O:10])[O-:11])[cH:8]1. Reactants: Cl[Si](C)(C)C (chlorotrimethylsilane), C(C)C=1C(=NC(=C(C1)C1=NNC(=N1)C)C)OC (3-ethyl-2-methoxy-6-methyl-5-(5-methyl-1H-1,2,4-triazol-3-yl)pyridine), [I-].[Na+] (sodium iodide), Cl[Si](C)(C)C (chlorotrimethylsilane). The solvent is C(C)#N (acetonitrile). Run at temperature 60 celsius, time 12 hour. The product is C(C)C=1C(NC(=C(C1)C=1NN=C(N1)C)C)=O (3-ethyl-6-methyl-5-(5-methyl-2H-1,2,4-triazol-3-yl)-1H-pyridin-2-one). Yield: 52.1%. Reaction SMILES: [CH2:1]([C:3]1[C:4]([O:16]C)=[N:5][C:6]([CH3:15])=[C:7]([C:9]2[N:13]=[C:12]([CH3:14])[NH:11][N:10]=2)[CH:8]=1)[CH3:2].[I-].[Na+].Cl[Si](C)(C)C>C(#N)C>[CH2:1]([C:3]1[C:4](=[O:16])[NH:5][C:6]([CH3:15])=[C:7]([C:9]2[NH:10][N:11]=[C:12]([CH3:14])[N:13]=2)[CH:8]=1)[CH3:2] |f:1.2|. Reported procedure: To a mixture of 3-ethyl-2-methoxy-6-methyl-5-(5-methyl-1H-1,2,4-triazol-3-yl)pyridine (90 mg, 0.413 mmol) and sodium iodide (194 mg, 1.29 mmol) under a nitrogen atmosphere is added anhydrous acetonitrile (5 mL) followed by drop-wise addition of chlorotrimethylsilane (162 μL, 1.29 mmol). The reaction mixture is stirred at 60° C. under nitrogen for 12 hr. LC/MS shows the reaction is incomplete. Further chlorotrimethylsilane (100 μL) is added and heating continued for 6 hr. The reaction mixture is ...